This data is from the Open Reaction Database (ORD), a public repository of structured organic reaction records. The task is: describe an organic reaction: reactants, conditions, products, and yield Reactants: S(C1=CC=C(C=C1)O)C1=CC=C(C=C1)O (4,4'-thiodiphenol), C1(=CC=CC=C1)S(=O)(=O)Cl (benzenesulfonyl chloride), ice. Solvent: N1=CC=CC=C1 (pyridine). Reaction conditions: time 18 hour. Product: C1(=CC=CC=C1)S(=O)(=O)OC1=CC=C(C=C1)SC1=CC=C(C=C1)OS(=O)(=O)C1=CC=CC=C1 (Bis[4-(benzenesulfonyloxy)phenyl] Sulfide). The yield is 97.4%. RXN SMILES: [S:1]([C:9]1[CH:14]=[CH:13][C:12]([OH:15])=[CH:11][CH:10]=1)[C:2]1[CH:7]=[CH:6][C:5]([OH:8])=[CH:4][CH:3]=1.[C:16]1([S:22](Cl)(=[O:24])=[O:23])[CH:21]=[CH:20][CH:19]=[CH:18][CH:17]=1>N1C=CC=CC=1>[C:16]1([S:22]([O:8][C:5]2[CH:6]=[CH:7][C:2]([S:1][C:9]3[CH:14]=[CH:13][C:12]([O:15][S:22]([C:16]4[CH:21]=[CH:20][CH:19]=[CH:18][CH:17]=4)(=[O:24])=[O:23])=[CH:11][CH:10]=3)=[CH:3][CH:4]=2)(=[O:24])=[O:23])[CH:21]=[CH:20][CH:19]=[CH:18][CH:17]=1. Procedure: A 100 ml 3-necked oven dried flask is equipped with a magnetic stirring bar and a CaCl2 -Drierite drying tube and is charged with 4,4'-thiodiphenol (5.3 grams, 24.3 mmol), benzenesulfonyl chloride (6.5 ml, 50.9 mmol), 4-dimethylaminopyridene (0.59 grams, 4.8 mmol), and anhydrous pyridine (40 ml). The mixture is stirred at ambient temperature for 18 hours, and at reflux for 4 hours, then is poured into ice-cold water (100 ml) with vigorous stirring, and the yellow oil that separates is extracted ...